From a dataset of the Open Reaction Database (ORD), a public repository of structured organic reaction records. describe an organic reaction: reactants, conditions, products, and yield Starting materials: C1(CC1)COC1=C(N=CC(=N1)C(=O)O)N1CC(C1)(F)F (6-cyclopropylmethoxy-5-(3,3-difluoro-azetidin-1-yl)-pyrazine-2-carboxylic acid), NC(CO)C1CC1 (β-amino-cyclopropaneethanol). Yields the product C1(CC1)C(CO)NC(=O)C1=NC(=C(N=C1)N1CC(C1)(F)F)OCC1CC1 (6-Cyclopropylmethoxy-5-(3,3-difluoro-azetidin-1-yl)-pyrazine-2-carboxylic acid (1-cyclopropyl-2-hydroxy-ethyl)-amide). As a reaction SMILES: [CH:1]1([CH2:4][O:5][C:6]2[N:11]=[C:10]([C:12]([OH:14])=O)[CH:9]=[N:8][C:7]=2[N:15]2[CH2:18][C:17]([F:20])([F:19])[CH2:16]2)[CH2:3][CH2:2]1.[NH2:21][CH:22]([CH:25]1[CH2:27][CH2:26]1)[CH2:23][OH:24]>>[CH:25]1([CH:22]([NH:21][C:12]([C:10]2[CH:9]=[N:8][C:7]([N:15]3[CH2:18][C:17]([F:20])([F:19])[CH2:16]3)=[C:6]([O:5][CH2:4][CH:1]3[CH2:2][CH2:3]3)[N:11]=2)=[O:14])[CH2:23][OH:24])[CH2:27][CH2:26]1. Procedure details: The title compound was synthesized in analogy to Example 15, using 6-cyclopropylmethoxy-5-(3,3-difluoro-azetidin-1-yl)-pyrazine-2-carboxylic acid (Example 8d, 100 mg, 0.35 mmol) and β-amino-cyclopropaneethanol (CAN 776315-67-4, 78.94 mg, 0.53 mmol) as starting materials, and isolated (20 mg, 14.91%) as light brown solid; LC-MS (UV peak area, ESI) 97.84%, 368.9 (M+H).